From a dataset of the Open Reaction Database (ORD), a public repository of structured organic reaction records. describe an organic reaction: reactants, conditions, products, and yield The product is Cl.C(C)C1=NN(C(=C1)CC)C[C@@H]1CC[C@H](CC1)N (Trans-4-(3,5-Diethyl-pyrazol-1-ylmethyl)-cyclohexylamine hydrochloride). Reported procedure: Trans-[4-(3,5-Diethyl-pyrazol-1-ylmethyl)-cyclohexyl]-carbamic acid tert-butyl ester (80 mg, 0.24 mmol) was dissolved in MeOH (1 ml). 4M HCl/dioxan (1 ml) was added and the RM was stirred at RT for 2 hours. The solvent was removed in vacuo to afford the title product which was used without further purification; LC-MS Rt 1.59 mins [M+H]+ 236. RXN SMILES: C(OC(=O)[NH:7][C@H:8]1[CH2:13][CH2:12][C@H:11]([CH2:14][N:15]2[C:19]([CH2:20][CH3:21])=[CH:18][C:17]([CH2:22][CH3:23])=[N:16]2)[CH2:10][CH2:9]1)(C)(C)C.[ClH:25].O1CCOCC1>CO>[ClH:25].[CH2:22]([C:17]1[CH:18]=[C:19]([CH2:20][CH3:21])[N:15]([CH2:14][C@H:11]2[CH2:10][CH2:9][C@H:8]([NH2:7])[CH2:13][CH2:12]2)[N:16]=1)[CH3:23] |f:1.2,4.5|. Solvent: CO (MeOH). Run at time 2 hour. The reactants are C(C)(C)(C)OC(N[C@@H]1CC[C@H](CC1)CN1N=C(C=C1CC)CC)=O (Trans-[4-(3,5-Diethyl-pyrazol-1-ylmethyl)-cyclohexyl]-carbamic acid tert-butyl ester), Cl.O1CCOCC1 (HCl dioxan). Reactants: CS(=O)(=O)Cl.N1=CC=CC=C1 (methanesulfonyl chloride pyridine), C(C)(C1=CC=CC=C1)=NO.N1=CC=CC=C1 (acetophenone oxime pyridine). Yields the product C(C)(=O)NC1=CC=CC=C1 (acetanilide). Reaction SMILES: CS(Cl)(=O)=[O:3].[N:6]1C=CC=[CH:8][CH:7]=1.C(=NO)([C:14]1[CH:19]=[CH:18][CH:17]=[CH:16][CH:15]=1)C.N1C=CC=CC=1>>[C:7]([NH:6][C:14]1[CH:15]=[CH:16][CH:17]=[CH:18][CH:19]=1)(=[O:3])[CH3:8] |f:0.1,2.3|. Procedure details: A 0.15 mol/L methanesulfonyl chloride/pyridine solution was sent as a first fluid from the center at a ratio of supply pressure/back pressure of 0.15 MPa/0.07 MPa, a rotation speed of 500 rpm, and a sending temperature of 25° C., and a 0.1 mol/L acetophenone oxime/pyridine solution was introduced as a second fluid into a space between the processing surfaces at 30 mL/min. The first fluid and the second fluid were mixed in a thin film fluid, and then a solution obtained after processing was disch... Starting materials: ClC1=C(C(=CC=C1)I)C1=NN(C(N1)=O)C1=CC(=C(C(=O)OC)C=C1)OC (methyl 4-(3-(2-chloro-6-iodophenyl)-5-oxo-4,5-dihydro-1H-1,2,4-triazol-1-yl)-2-methoxybenzoate), FC(C=1C=C(N)C=CC1)(F)F (3-(trifluoromethyl)aniline), C[Al](C)C (trimethyl aluminium). Solvent: C1(=CC=CC=C1)C (toluene). Product: ClC1=C(C(=CC=C1)I)C1=NN(C(N1)=O)C1=CC(=C(C(=O)NC2=CC(=CC=C2)C(F)(F)F)C=C1)OC (4-(3-(2-chloro-6-iodophenyl)-5-oxo-4,5-dihydro-1H-1,2,4-triazol-1-yl)-2-methoxy-N-(3-(trifluoromethyl)phenyl)benzamide). Isolated yield 59.2%. RXN SMILES: [Cl:1][C:2]1[CH:7]=[CH:6][CH:5]=[C:4]([I:8])[C:3]=1[C:9]1[NH:13][C:12](=[O:14])[N:11]([C:15]2[CH:24]=[CH:23][C:18]([C:19](OC)=[O:20])=[C:17]([O:25][CH3:26])[CH:16]=2)[N:10]=1.[F:27][C:28]([F:37])([F:36])[C:29]1[CH:30]=[C:31]([CH:33]=[CH:34][CH:35]=1)[NH2:32].C[Al](C)C>C1(C)C=CC=CC=1>[Cl:1][C:2]1[CH:7]=[CH:6][CH:5]=[C:4]([I:8])[C:3]=1[C:9]1[NH:13][C:12](=[O:14])[N:11]([C:15]2[CH:24]=[CH:23][C:18]([C:19]([NH:32][C:31]3[CH:33]=[CH:34][CH:35]=[C:29]([C:28]([F:27])([F:36])[F:37])[CH:30]=3)=[O:20])=[C:17]([O:25][CH3:26])[CH:16]=2)[N:10]=1. Reported procedure: The title compound was prepared by following the procedure as described for step-6 of Intermediate-26 by using methyl 4-(3-(2-chloro-6-iodophenyl)-5-oxo-4,5-dihydro-1H-1,2,4-triazol-1-yl)-2-methoxybenzoate (0.100 g, 0.206 mmol), 3-(trifluoromethyl)aniline (0.041 g, 0.247 mmol), trimethyl aluminium (2M solution in toluene) (0.5 mL), dry toluene (10.0 mL) to afford 0.075 g of desired product. 1H NMR (300 MHz, DMSO d6): δ 3.95 (s, 3H), 7.19-8.03 (m, 9H), 8.25 (s, 1H), 10.36 (s, 1H), 12.65 (s, 1H); ... Reactants: CS(=O)(=O)Cl, O, c1ccncc1, NCc1ccc2[nH]ccc2c1. Yields the product CS(=O)(=O)NCc1ccc2[nH]ccc2c1. As a reaction SMILES: [CH3:1][S:2]([Cl:3])(=[O:4])=[O:5].[OH2:17].[cH:18]1[cH:19][cH:20][n:21][cH:22][cH:23]1.[nH:6]1[cH:7][cH:8][c:9]2[cH:10][c:11]([CH2:15][NH2:16])[cH:12][cH:13][c:14]12>>[CH3:1][S:2](=[O:4])(=[O:5])[NH:16][CH2:15][c:11]1[cH:10][c:9]2[cH:8][cH:7][nH:6][c:14]2[cH:13][cH:12]1.